Dataset: the Open Reaction Database (ORD), a public repository of structured organic reaction records. Task: describe an organic reaction: reactants, conditions, products, and yield Reactants: CCOC(C)=O, CN(C(=O)OCC(C)(O)Cn1cc([N+](=O)[O-])nc1Cl)c1ccc(OC(F)(F)F)cc1, [H-], [Na+], CN(C)C=O, O. Product: CN(C(=O)OCC1(C)Cn2cc([N+](=O)[O-])nc2O1)c1ccc(OC(F)(F)F)cc1. Reaction SMILES: [CH3:34][CH2:35][O:36][C:37](=[O:38])[CH3:39].[CH3:3][N:4]([C:5]([O:6][CH2:7][C:8]([CH2:9][n:10]1[c:11]([Cl:18])[n:12][c:13]([N+:15](=[O:16])[O-:17])[cH:14]1)([CH3:19])[OH:20])=[O:21])[c:22]1[cH:23][cH:24][c:25]([O:28][C:29]([F:30])([F:31])[F:32])[cH:26][cH:27]1.[H-:1].[Na+:2].[O:40]=[CH:41][N:42]([CH3:43])[CH3:44].[OH2:33]>>[CH3:3][N:4]([C:5]([O:6][CH2:7][C:8]1([CH3:19])[CH2:9][n:10]2[c:11]([n:12][c:13]([N+:15](=[O:16])[O-:17])[cH:14]2)[O:20]1)=[O:21])[c:22]1[cH:23][cH:24][c:25]([O:28][C:29]([F:30])([F:31])[F:32])[cH:26][cH:27]1. Run in C(C)O (ethanol), O (water). As a reaction SMILES: [CH2:1]([N:8]1[C:12]([C:13]([O:15]CC)=[O:14])=[N:11][N:10]=[N:9]1)[C:2]1[CH:7]=[CH:6][CH:5]=[CH:4][CH:3]=1.[OH-].[K+:19]>C(O)C.O>[CH2:1]([N:8]1[C:12]([C:13]([O-:15])=[O:14])=[N:11][N:10]=[N:9]1)[C:2]1[CH:3]=[CH:4][CH:5]=[CH:6][CH:7]=1.[K+:19] |f:1.2,5.6|. Reactants: C(C1=CC=CC=C1)N1N=NN=C1C(=O)OCC (1-Benzyl-5-carboethoxytetrazole), [OH-].[K+] (KOH). Product: C(C1=CC=CC=C1)N1N=NN=C1C(=O)[O-].[K+] (Potassium 1-Benzyl-1H-tetrazole-5-carboxylate). Procedure: To a solution of 1-benzyl-5-carboethoxy tetrazole prepared in Example 1, in warm absolute ethanol is added a stoichiometric excess of KOH in water to precipitate crystalline 1-benzyl-1H-tetrazole-5-carboxylic acid potassium salt. Starting materials: CCOC(=O)C(=O)OCC, Cc1ccccc1, ClCCl, NCCc1ccc(-c2nc3ccc(C4(c5ccccc5)CC4)nc3s2)c(F)c1. Yields the product CCOC(=O)C(=O)NCCc1ccc(-c2nc3ccc(C4(c5ccccc5)CC4)nc3s2)c(F)c1. As a reaction SMILES: [C:29]([C:30](=[O:31])[O:32][CH2:33][CH3:34])(=[O:35])[O:36][CH2:37][CH3:38].[CH3:39][c:40]1[cH:41][cH:42][cH:43][cH:44][cH:45]1.[Cl:46][CH2:47][Cl:48].[F:1][c:2]1[cH:3][c:4]([CH2:26][CH2:27][NH2:28])[cH:5][cH:6][c:7]1-[c:8]1[s:9][c:10]2[n:11][c:12]([C:17]3([c:20]4[cH:21][cH:22][cH:23][cH:24][cH:25]4)[CH2:18][CH2:19]3)[cH:13][cH:14][c:15]2[n:16]1>>[F:1][c:2]1[cH:3][c:4]([CH2:26][CH2:27][NH:28][C:29]([C:30](=[O:31])[O:32][CH2:33][CH3:34])=[O:35])[cH:5][cH:6][c:7]1-[c:8]1[s:9][c:10]2[n:11][c:12]([C:17]3([c:20]4[cH:21][cH:22][cH:23][cH:24][cH:25]4)[CH2:18][CH2:19]3)[cH:13][cH:14][c:15]2[n:16]1. The reactants are S1C=CC=2CNC3=C(CC21)C=CC=C3 (4,10dihydro-5H-thieno[3,2-c][1]benzazepine), C(C1=CC=CC=C1)(=O)C1=CC=C(C(=O)Cl)C=C1 (4-(benzoyl)benzoyl chloride). As a reaction SMILES: [S:1]1[C:10]2[CH2:9][C:8]3[CH:11]=[CH:12][CH:13]=[CH:14][C:7]=3[NH:6][CH2:5][C:4]=2[CH:3]=[CH:2]1.[C:15]([C:23]1[CH:31]=[CH:30][C:26]([C:27](Cl)=[O:28])=[CH:25][CH:24]=1)(=[O:22])[C:16]1[CH:21]=[CH:20][CH:19]=[CH:18][CH:17]=1>>[C:15]([C:23]1[CH:24]=[CH:25][C:26]([C:27]([N:6]2[C:7]3[CH:14]=[CH:13][CH:12]=[CH:11][C:8]=3[CH2:9][C:10]3[S:1][CH:2]=[CH:3][C:4]=3[CH2:5]2)=[O:28])=[CH:30][CH:31]=1)(=[O:22])[C:16]1[CH:17]=[CH:18][CH:19]=[CH:20][CH:21]=1. Procedure: As described for Example 26, 4,10dihydro-5H-thieno[3,2-c][1]benzazepine is reacted with 4-(benzoyl)benzoyl chloride to give the product as a solid. The product is C(C1=CC=CC=C1)(=O)C1=CC=C(C(=O)N2CC3=C(CC4=C2C=CC=C4)SC=C3)C=C1 (5-[(4-Benzoylbenzoyl)]-4,10-dihydro-5H-thieno[3,2-c][1]benzazepine). Reactants: R-diphenylprolinol, B.C1CCOC1 (borane THF), BrCC(=O)C1=CC2=C(OC(OC2)(C)C)C=C1 (2-bromo-1-(2,2-dimethyl-4H-1,3-benzodioxin-6-yl)ethanone), CO (methanol). The solvent is C1CCOC1 (THF), C1CCOC1 (THF). Conditions: time 1 hour. The product is BrCC(O)C1=CC2=C(OC(OC2)(C)C)C=C1 (2-Bromo-1-(2,2-dimethyl-4H-1,3-benzodioxin-6-yl)ethanol). Isolated yield 84.3%. As a reaction SMILES: B.C1COCC1.[Br:7][CH2:8][C:9]([C:11]1[CH:22]=[CH:21][C:14]2[O:15][C:16]([CH3:20])([CH3:19])[O:17][CH2:18][C:13]=2[CH:12]=1)=[O:10].CO>C1COCC1>[Br:7][CH2:8][CH:9]([C:11]1[CH:22]=[CH:21][C:14]2[O:15][C:16]([CH3:19])([CH3:20])[O:17][CH2:18][C:13]=2[CH:12]=1)[OH:10] |f:0.1|. Reported procedure: A solution R-diphenylprolinol (75 mg) in THF (2 ml) was treated with borane-THF (1M, 20.5 ml) over 20 min at 20° C. under nitrogen. After the addition was complete the solution was kept between 30 and 35° C. for 1 h and then cooled in ice and 2-bromo-1-(2,2-dimethyl-4H-1,3-benzodioxin-6-yl)ethanone (DE3513885) (3.9 g) in THF (10 ml) was added over 1.5 h keeping the temperature below 5° C. The mixture was stirred under nitrogen for a further 0.5 h and then methanol (4 ml) was added at 0° C. The s... Starting materials: COc1cccc(NC(=O)OC(C)(C)C)c1C, C1CCOC1, C1CCCCC1, [Li]C(C)CC. Product: CCCC(=O)Cc1c(NC(=O)OC(C)(C)C)cccc1OC. RXN SMILES: [C:6]([CH3:7])([CH3:8])([CH3:9])[O:10][C:11](=[O:12])[NH:13][c:14]1[c:15]([CH3:22])[c:16]([O:20][CH3:21])[cH:17][cH:18][cH:19]1.[CH2:23]1[CH2:24][CH2:25][CH2:26][O:27]1.[CH2:28]1[CH2:29][CH2:30][CH2:31][CH2:32][CH2:33]1.[CH:1]([Li:2])([CH2:3][CH3:4])[CH3:5]>>[C:6]([CH3:7])([CH3:8])([CH3:9])[O:10][C:11](=[O:12])[NH:13][c:14]1[c:15]([CH2:22][C:26]([CH2:25][CH2:24][CH3:23])=[O:27])[c:16]([O:20][CH3:21])[cH:17][cH:18][cH:19]1. Reactants: O=C(Cl)C1CCC1, Cl, CC1=C(C#N)C(c2ccc(C#N)cc2)n2nc(N)nc2N1c1cccc(C(F)(F)F)c1, c1ccncc1. Product: CC1=C(C#N)C(c2ccc(C#N)cc2)n2nc(NC(=O)C3CCC3)nc2N1c1cccc(C(F)(F)F)c1. As a reaction SMILES: [CH:33]1([C:37](=[O:38])[Cl:39])[CH2:34][CH2:35][CH2:36]1.[ClH:1].[NH2:2][c:3]1[n:4][n:5]2[c:6]([n:32]1)[N:7]([c:22]1[cH:23][c:24]([C:28]([F:29])([F:30])[F:31])[cH:25][cH:26][cH:27]1)[C:8]([CH3:21])=[C:9]([C:19]#[N:20])[CH:10]2[c:11]1[cH:12][cH:13][c:14]([C:17]#[N:18])[cH:15][cH:16]1.[cH:40]1[cH:41][cH:42][n:43][cH:44][cH:45]1>>[NH:2]([c:3]1[n:4][n:5]2[c:6]([n:32]1)[N:7]([c:22]1[cH:23][c:24]([C:28]([F:29])([F:30])[F:31])[cH:25][cH:26][cH:27]1)[C:8]([CH3:21])=[C:9]([C:19]#[N:20])[CH:10]2[c:11]1[cH:12][cH:13][c:14]([C:17]#[N:18])[cH:15][cH:16]1)[C:37]([CH:33]1[CH2:34][CH2:35][CH2:36]1)=[O:38]. The reactants are O=C([O-])O, CCOC(C)=O, Cl, CC(C)(C)OC(=O)NCc1c(F)cccc1CC=Cc1ccccc1, [Na+]. Yields the product NCc1c(F)cccc1CC=Cc1ccccc1. As a reaction SMILES: [C:26](=[O:27])([OH:28])[O-:29].[C:31]([O:32][CH2:33][CH3:34])(=[O:35])[CH3:36].[ClH:37].[F:1][c:2]1[c:3]([CH2:4][NH:5][C:6](=[O:7])[O:8][C:9]([CH3:10])([CH3:11])[CH3:12])[c:13]([CH2:17][CH:18]=[CH:19][c:20]2[cH:21][cH:22][cH:23][cH:24][cH:25]2)[cH:14][cH:15][cH:16]1.[Na+:30]>>[F:1][c:2]1[c:3]([CH2:4][NH2:5])[c:13]([CH2:17][CH:18]=[CH:19][c:20]2[cH:21][cH:22][cH:23][cH:24][cH:25]2)[cH:14][cH:15][cH:16]1. Starting materials: ClC1=C(C=CC(=C1)C(N(C)C)=O)N(C(=O)C1=CC2=C(C3=C(OCC2)C=C(C=C3)C(=O)O)S1)C (2-((2-Chloro-4-(dimethylcarbamoyl)phenyl)(methyl)carbamoyl)-4,5-dihydrobenzo[b]thieno[2,3-d]oxepine-8-carboxylic acid), acid chloride, C(C)N (ethanamine), N1=CC=CC=C1 (Pyridine). Solvent: O=S(Cl)Cl (SOCl2), C1CCOC1 (THF), C1CCOC1 (THF). Reaction conditions: temperature 95 celsius, time 8 hour. Product: ClC1=C(C=CC(=C1)C(N(C)C)=O)N(C(=O)C1=CC2=C(C3=C(OCC2)C=C(C=C3)C(=O)NCC)S1)C (N2-(2-chloro-4-(dimethylcarbamoyl)phenyl)-N8-ethyl-N2-methyl-4,5-dihydrobenzo[b]thieno[2,3-d]oxepine-2,8-dicarboxamide). Isolated yield 30.6%. Reaction SMILES: [Cl:1][C:2]1[CH:7]=[C:6]([C:8](=[O:12])[N:9]([CH3:11])[CH3:10])[CH:5]=[CH:4][C:3]=1[N:13]([CH3:33])[C:14]([C:16]1[S:32][C:19]2[C:20]3[CH:28]=[CH:27][C:26]([C:29](O)=[O:30])=[CH:25][C:21]=3[O:22][CH2:23][CH2:24][C:18]=2[CH:17]=1)=[O:15].[CH2:34]([NH2:36])[CH3:35].N1C=CC=CC=1>O=S(Cl)Cl.C1COCC1>[Cl:1][C:2]1[CH:7]=[C:6]([C:8](=[O:12])[N:9]([CH3:10])[CH3:11])[CH:5]=[CH:4][C:3]=1[N:13]([CH3:33])[C:14]([C:16]1[S:32][C:19]2[C:20]3[CH:28]=[CH:27][C:26]([C:29]([NH:36][CH2:34][CH3:35])=[O:30])=[CH:25][C:21]=3[O:22][CH2:23][CH2:24][C:18]=2[CH:17]=1)=[O:15]. Procedure details: 2-((2-Chloro-4-(dimethylcarbamoyl)phenyl)(methyl)carbamoyl)-4,5-dihydrobenzo[b]thieno[2,3-d]oxepine-8-carboxylic acid (0.15 g, 0.31 mmol) was dissolved in SOCl2 (10 mL). The solution was heated at 90-100° C. for 3 hours. Removal of the rest SOCl2 gave the crude product. A solution of the crude acid chloride in THF (12 mL) was treated with a solution of ethanamine (0.14 g, 3.1 mmol) and Pyridine (0.3 mL) in THF (8 mL) at 0° C. The reaction mixture was allowed to reach room temperature and stirred... Reactants: O (water), O=C1C(=CN=C2N1C1=CC=CC=C1N=C2)C(=O)O (1-oxo-1H-pyrimido[1,2-a]quinoxaline-2-carboxylic acid), C(=O)(N1C=NC=C1)N1C=NC=C1 (carbonyldiimidazole), NC1=NN=NN1 (5-aminotetrazole). The solvent is CN(C=O)C (dimethylformamide). Conditions: time 1 hour. The product is N1N=NN=C1NC(=O)C1=CN=C2N(C3=CC=CC=C3N=C2)C1=O (N-(5-tetrazolyl)-1-oxo-1H-pyrimido[1,2-a]quinoxaline-2-carboxamide). The yield is 75.1%. RXN SMILES: [O:1]=[C:2]1[N:7]2[C:8]3[C:13]([N:14]=[CH:15][C:6]2=[N:5][CH:4]=[C:3]1[C:16]([OH:18])=O)=[CH:12][CH:11]=[CH:10][CH:9]=3.C(N1C=CN=C1)(N1C=CN=C1)=O.[NH2:31][C:32]1[NH:36][N:35]=[N:34][N:33]=1.O>CN(C)C=O>[NH:33]1[C:32]([NH:31][C:16]([C:3]2[C:2](=[O:1])[N:7]3[C:8]4[C:13]([N:14]=[CH:15][C:6]3=[N:5][CH:4]=2)=[CH:12][CH:11]=[CH:10][CH:9]=4)=[O:18])=[N:36][N:35]=[N:34]1. Reported procedure: A mixture of 250 mg of 1-oxo-1H-pyrimido[1,2-a]quinoxaline-2-carboxylic acid and 200 mg of carbonyldiimidazole in 5 ml of dry dimethylformamide was heated over a steam bath for 15 minutes and then 100 mg of 5-aminotetrazole were added thereto. The mixture obtained was heated over a steam bath for another 30 minutes and was then poured into water and left at room temperature for 1 hour. The solid obtained was filtered off, was washed with water and ether and dried to obtain 240 mg (61% yield) of ...